From a dataset of the Open Reaction Database (ORD), a public repository of structured organic reaction records. describe an organic reaction: reactants, conditions, products, and yield Starting materials: C1(=CC=CC=C1)C1CCN(CC1)CCC(=O)NC1=CC=C(C(=O)CCC(=O)O)C=C1 (3-{p-[3-(4-phenylpiperidino)-propionylamino]-benzoyl}-propionic acid), O.NN (hydrazine hydrate). Solvent: C(C)O (ethanol). Product: C1(=CC=CC=C1)C1CCN(CC1)CCC(=O)NC1=CC=C(C=C1)C=1CCC(NN1)=O (6-{p-[3-(4-Phenylpiperidino)-propionylamino]-phenyl}-4,5-dihydro-3(2H)-pyridazinone). Reaction SMILES: [C:1]1([CH:7]2[CH2:12][CH2:11][N:10]([CH2:13][CH2:14][C:15]([NH:17][C:18]3[CH:30]=[CH:29][C:21]([C:22]([CH2:24][CH2:25][C:26](O)=[O:27])=O)=[CH:20][CH:19]=3)=[O:16])[CH2:9][CH2:8]2)[CH:6]=[CH:5][CH:4]=[CH:3][CH:2]=1.O.[NH2:32][NH2:33]>C(O)C>[C:1]1([CH:7]2[CH2:12][CH2:11][N:10]([CH2:13][CH2:14][C:15]([NH:17][C:18]3[CH:30]=[CH:29][C:21]([C:22]4[CH2:24][CH2:25][C:26](=[O:27])[NH:32][N:33]=4)=[CH:20][CH:19]=3)=[O:16])[CH2:9][CH2:8]2)[CH:6]=[CH:5][CH:4]=[CH:3][CH:2]=1 |f:1.2|. Reported procedure: 10 g (23.7 millimoles) of 3-{p-[3-(4-phenylpiperidino)-propionylamino]-benzoyl}-propionic acid were stirred with 1.2 g (23.7 millimoles) of hydrazine hydrate in 200 ml of ethanol for 5 hours at 80° C. The product was filtered off under suction and recrystallized from dimethylformamide/water. 7.6 g (78%) of 6-{p-[3-(4-phenylpiperidino)-propionylamino]-phenyl}-4,5-dihydro-3(2H)-pyridazinone.1/4H2O were obtained as colorless crystals of melting point 238°-240° C. Starting materials: [N+](=O)([O-])C1=CC=C2C=CNC2=C1 (6-Nitroindole), N(=O)[O-].[Na+] (sodium nitrite), suspension, Cl (HCl). The solvent is O (H2O). Reaction conditions: time 2.5 hour. Product: N1N=CC2=CC=CC=C12 (indazole). Isolated yield 154.3%. As a reaction SMILES: [N+]([C:4]1[CH:12]=[C:11]2[C:7]([CH:8]=C[NH:10]2)=[CH:6][CH:5]=1)([O-])=O.[N:13]([O-])=O.[Na+].Cl>O>[NH:10]1[C:11]2[C:7](=[CH:6][CH:5]=[CH:4][CH:12]=2)[CH:8]=[N:13]1 |f:1.2|. Procedure details: 6-Nitroindole (AA1, 1.0 g, 6.2 mmol) was suspended in a solution of sodium nitrite (4.3 g, 62 mmol) in H2O (123 mL). To the suspension 6N HCl was added slowly until the pH was about pH 1. The resulting mixture was stirred at about rt, with protection from light, for about 2.5 h and extracted with EtOAc (120 mL×3). The combined extracts were washed with H2O (50 mL), brine (50 mL), dried (Na2SO4) and evaporated to give 1.13 g of indazole AA2 as a yellow-pink solid. A solution of AA2 (450 mg, 2.4 m...